Dataset: the Open Reaction Database (ORD), a public repository of structured organic reaction records. Task: describe an organic reaction: reactants, conditions, products, and yield The reactants are [Br-], Cc1c(C=NS(=O)(=O)C=Cc2ccccc2)c2ccccc2n1CC(=O)OC(C)(C)C, Cc1ccccc1, C=C[Mg+]. Yields the product C=CC(NS(=O)(=O)C=Cc1ccccc1)c1c(C)n(CC(=O)OC(C)(C)C)c2ccccc12. As a reaction SMILES: [Br-:32].[C:1]([CH3:2])([CH3:3])([CH3:4])[O:5][C:6]([CH2:7][n:8]1[c:9]([CH3:30])[c:10]([CH:17]=[N:18][S:19](=[O:20])(=[O:21])[CH:22]=[CH:23][c:24]2[cH:25][cH:26][cH:27][cH:28][cH:29]2)[c:11]2[cH:12][cH:13][cH:14][cH:15][c:16]12)=[O:31].[CH3:36][c:37]1[cH:38][cH:39][cH:40][cH:41][cH:42]1.[CH:33](=[CH2:34])[Mg+:35]>>[C:1]([CH3:2])([CH3:3])([CH3:4])[O:5][C:6]([CH2:7][n:8]1[c:9]([CH3:30])[c:10]([CH:17]([NH:18][S:19](=[O:20])(=[O:21])[CH:22]=[CH:23][c:24]2[cH:25][cH:26][cH:27][cH:28][cH:29]2)[CH:33]=[CH2:34])[c:11]2[cH:12][cH:13][cH:14][cH:15][c:16]12)=[O:31]. Starting materials: CCI, COC(=O)CCCC1=NCCc2c1[nH]c1ccccc21. Product: CC[N+]1=C(CCCC(=O)OC)c2[nH]c3ccccc3c2CC1, [I-]. RXN SMILES: [CH2:1]([CH3:2])[I:3].[CH3:4][O:5][C:6](=[O:7])[CH2:8][CH2:9][CH2:10][C:11]1=[N:12][CH2:13][CH2:14][c:15]2[c:16]3[cH:17][cH:18][cH:19][cH:20][c:21]3[nH:22][c:23]21>>[CH2:1]([CH3:2])[N+:12]1=[C:11]([CH2:10][CH2:9][CH2:8][C:6]([O:5][CH3:4])=[O:7])[c:23]2[c:15]([c:16]3[cH:17][cH:18][cH:19][cH:20][c:21]3[nH:22]2)[CH2:14][CH2:13]1.[I-:3]. Reactants: CN1CC2=C(C=CC(=C2C1=O)NC(OC(C)(C)C)=O)C(=O)N1CCCC1 (tert-butyl [2-methyl-3-oxo-7-(pyrrolidin-1-ylcarbonyl)-2,3-dihydro-1H-isoindol-4-yl]carbamate), CN1CC2=C(C=CC(=C2C1=O)NC(OC(C)(C)C)=O)C(=O)N1CCCC1 (tert-butyl [2-methyl-3-oxo-7-(pyrrolidin-1-ylcarbonyl)-2,3-dihydro-1H-isoindol-4-yl]carbamate), C(=O)(C(F)(F)F)O (TFA). Solvent: C(Cl)Cl (DCM). Conditions: time 30 minute. Yields the product NC=1C=CC(=C2CN(C(C12)=O)C)C(=O)N1CCCC1 (7-amino-2-methyl-4-(pyrrolidin-1-ylcarbonyl)-2,3-dihydro-1H-isoindol-1-one). Reaction SMILES: [CH3:1][N:2]1[C:10](=[O:11])[C:9]2[C:4](=[C:5]([C:20]([N:22]3[CH2:26][CH2:25][CH2:24][CH2:23]3)=[O:21])[CH:6]=[CH:7][C:8]=2[NH:12]C(=O)OC(C)(C)C)[CH2:3]1.C(O)(C(F)(F)F)=O>C(Cl)Cl>[NH2:12][C:8]1[CH:7]=[CH:6][C:5]([C:20]([N:22]2[CH2:23][CH2:24][CH2:25][CH2:26]2)=[O:21])=[C:4]2[C:9]=1[C:10](=[O:11])[N:2]([CH3:1])[CH2:3]2. Reported procedure: To tert-butyl [2-methyl-3-oxo-7-(pyrrolidin-1-ylcarbonyl)-2,3-dihydro-1H-isoindol-4-yl]carbamate (Compound 116B) was added DCM (0.5 mL) and TFA (0.5 mL). The reaction mixture was stirred at room temperature for 30 minutes, after which it was concentrated to dryness an used without further purification. MS (ES+): m/z 260.30 (100) [MH+]; HPLC: tR=0.69 min (UPLC, Analytical). Reaction conditions: time 2.5 day. Reported procedure: To a solution of N-(tert-butoxycarbonyl)-4-piperidone (8.01 g, 39.4 mmol), 2-chloroaniline (5.74 g, 44.1 mmol) and acetic acid (2.80 g, 46.6 mmol) in 200 ml ethylene chloride ethane was added sodium triacetoxyborohydride (8.37 g, 78.8 mmol). The mixture was stirred at room temp for 2.5 days. Added 2N NaOH solution to adjust pH to 10. The organic phase was separated and washed with water, then dried over Na2SO4. Solvent was removed under vacuum and crude product was purified with flash column chr... The product is C(C)(C)(C)OC(=O)N1CCC(CC1)NC1=C(C=CC=C1)Cl (tert-butyl-4-(2-chlorophenylamino)piperidine-1-carboxylate). Isolated yield 8.2%. The solvent is CC.C(CCl)Cl (ethylene chloride ethane). As a reaction SMILES: [C:1]([O:5][C:6]([N:8]1[CH2:13][CH2:12][C:11](=O)[CH2:10][CH2:9]1)=[O:7])([CH3:4])([CH3:3])[CH3:2].[Cl:15][C:16]1[CH:22]=[CH:21][CH:20]=[CH:19][C:17]=1[NH2:18].C(O)(=O)C.C(O[BH-](OC(=O)C)OC(=O)C)(=O)C.[Na+].[OH-].[Na+]>CC.C(Cl)CCl>[C:1]([O:5][C:6]([N:8]1[CH2:13][CH2:12][CH:11]([NH:18][C:17]2[CH:19]=[CH:20][CH:21]=[CH:22][C:16]=2[Cl:15])[CH2:10][CH2:9]1)=[O:7])([CH3:4])([CH3:3])[CH3:2] |f:3.4,5.6,7.8|. Starting materials: [OH-].[Na+] (NaOH), C(C)(C)(C)OC(=O)N1CCC(CC1)=O (N-(tert-butoxycarbonyl)-4-piperidone), ClC1=C(N)C=CC=C1 (2-chloroaniline), C(C)(=O)O (acetic acid), C(C)(=O)O[BH-](OC(C)=O)OC(C)=O.[Na+] (sodium triacetoxyborohydride). Reactants: ClC1=CC=C(C=C1)C=1C=C(C=2N(C1)C(=CN2)C#C)C (6-(4-chloro-phenyl)-3-ethynyl-8-methyl-imidazo[1,2-a]pyridine), BrC1=CC=C(S1)S(=O)(=O)N (5-bromothiophene-2-sulfonamide). Yields the product ClC1=CC=C(C=C1)C=1C=C(C=2N(C1)C(=CN2)C#CC2=CC=C(S2)S(=O)(=O)N)C (5-[6-(4-Chloro-phenyl)-8-methyl-imidazo[1,2-a]pyridin-3-ylethynyl]-thiophene-2-sulfonic acid amide), solid. The yield is 44.0%. RXN SMILES: [Cl:1][C:2]1[CH:7]=[CH:6][C:5]([C:8]2[CH:9]=[C:10]([CH3:19])[C:11]3[N:12]([C:14]([C:17]#[CH:18])=[CH:15][N:16]=3)[CH:13]=2)=[CH:4][CH:3]=1.Br[C:21]1[S:25][C:24]([S:26]([NH2:29])(=[O:28])=[O:27])=[CH:23][CH:22]=1>>[Cl:1][C:2]1[CH:3]=[CH:4][C:5]([C:8]2[CH:9]=[C:10]([CH3:19])[C:11]3[N:12]([C:14]([C:17]#[C:18][C:21]4[S:25][C:24]([S:26]([NH2:29])(=[O:28])=[O:27])=[CH:23][CH:22]=4)=[CH:15][N:16]=3)[CH:13]=2)=[CH:6][CH:7]=1. Procedure: The title compound was prepared from 6-(4-chloro-phenyl)-3-ethynyl-8-methyl-imidazo[1,2-a]pyridine (example C.21) (267 mg, 1 mmol) and commercially available 5-bromothiophene-2-sulfonamide (230 mg, 1 mmol) according to general procedure II. Obtained as a light brown solid (158 mg, 44%). MS (ISP) 427.9 [(M+H)+], 429.9 [(M+2+H)+]; mp 265-266° C. The reactants are ClC=1C=C(C(=O)N2CCN(CC2)CCNC(OC(C)(C)C)=O)C=CC1Cl (tert-Butyl 2-[4-(3,4-dichlorobenzoyl)-1-piperazinyl]ethylcarbamate), FC(C(=O)O)(F)F (trifluoroacetic acid). The solvent is ClCCl (dichloromethane). Yields the product FC(C(=O)O)(F)F.NCCN1CCN(CC1)C(=O)C1=CC(=C(C=C1)Cl)Cl ([4-(2-Aminoethyl)-1-piperazinyl](3,4-dichlorophenyl)methanone trifluoroacetate). Reaction SMILES: [Cl:1][C:2]1[CH:3]=[C:4]([CH:23]=[CH:24][C:25]=1[Cl:26])[C:5]([N:7]1[CH2:12][CH2:11][N:10]([CH2:13][CH2:14][NH:15]C(=O)OC(C)(C)C)[CH2:9][CH2:8]1)=[O:6].[F:27][C:28]([F:33])([F:32])[C:29]([OH:31])=[O:30]>ClCCl>[F:27][C:28]([F:33])([F:32])[C:29]([OH:31])=[O:30].[NH2:15][CH2:14][CH2:13][N:10]1[CH2:11][CH2:12][N:7]([C:5]([C:4]2[CH:23]=[CH:24][C:25]([Cl:26])=[C:2]([Cl:1])[CH:3]=2)=[O:6])[CH2:8][CH2:9]1 |f:3.4|. Procedure details: The product from step (ii) above (3.3 g) was dissolved in dichloromethane (50 ml) and trifluoroacetic acid (10 ml) added. After 16 hours at room temperature the solvent was removed to give the sub-titled product as an oil (5.9 g). Starting materials: CN(C)C=O, O=C(Cl)C(=O)Cl, ClCCl, Cc1cc(C=CC(=O)O)ccc1F. Yields the product Cc1cc(C=CCO)ccc1F. Reaction SMILES: [CH3:20][N:21]([CH3:22])[CH:23]=[O:24].[Cl:14][C:15]([C:16]([Cl:17])=[O:18])=[O:19].[Cl:25][CH2:26][Cl:27].[F:1][c:2]1[c:3]([CH3:13])[cH:4][c:5]([CH:8]=[CH:9][C:10](=[O:11])[OH:12])[cH:6][cH:7]1>>[F:1][c:2]1[c:3]([CH3:13])[cH:4][c:5]([CH:8]=[CH:9][CH2:10][OH:11])[cH:6][cH:7]1.